Dataset: the Open Reaction Database (ORD), a public repository of structured organic reaction records. Task: describe an organic reaction: reactants, conditions, products, and yield Reactants: C(C)(=O)C=1C=NC2=CC=C(N=C2C1NC1CCC(CC1)NC(C(C(C)C)NC(OC(C)(C)C)=O)=O)C1=CC(=C(C(=C1)Cl)O)Cl (tert-butyl 1-(4-(3-acetyl-6-(3,5-dichloro-4-hydroxy-phenyl)-1,5-naphthyridin-4-ylamino)cyclohexylamino)-3-methyl-1-oxobutan-2-ylcarbamate), Cl (HCl). Product: Cl.Cl.C(C)(=O)C=1C=NC2=CC=C(N=C2C1N[C@@H]1CC[C@H](CC1)NC(C(C(C)C)N)=O)C1=CC(=C(C(=C1)Cl)O)Cl (N-{trans-4-[3-Acetyl-6-(3,5-dichloro-4-hydroxyphenyl)-1,5-naphthyridin-4-ylamino]-cyclohexyl}-2-amino-3-methylbutanamide dihydrochloride). Isolated yield 47.0%. RXN SMILES: [C:1]([C:4]1[CH:5]=[N:6][C:7]2[C:12]([C:13]=1[NH:14][CH:15]1[CH2:20][CH2:19][CH:18]([NH:21][C:22](=[O:35])[CH:23]([NH:27]C(=O)OC(C)(C)C)[CH:24]([CH3:26])[CH3:25])[CH2:17][CH2:16]1)=[N:11][C:10]([C:36]1[CH:41]=[C:40]([Cl:42])[C:39]([OH:43])=[C:38]([Cl:44])[CH:37]=1)=[CH:9][CH:8]=2)(=[O:3])[CH3:2].[ClH:45]>>[ClH:42].[ClH:45].[C:1]([C:4]1[CH:5]=[N:6][C:7]2[C:12]([C:13]=1[NH:14][C@H:15]1[CH2:20][CH2:19][C@H:18]([NH:21][C:22](=[O:35])[CH:23]([NH2:27])[CH:24]([CH3:26])[CH3:25])[CH2:17][CH2:16]1)=[N:11][C:10]([C:36]1[CH:37]=[C:38]([Cl:44])[C:39]([OH:43])=[C:40]([Cl:42])[CH:41]=1)=[CH:9][CH:8]=2)(=[O:3])[CH3:2] |f:2.3.4|. Procedure details: Following general procedure IV-2, tert-butyl 1-(4-(3-acetyl-6-(3,5-dichloro-4-hydroxy-phenyl)-1,5-naphthyridin-4-ylamino)cyclohexylamino)-3-methyl-1-oxobutan-2-ylcarbamate (0.19 mmol) was reacted with HCl (5 mL, 2 M in ether) to afford the desired product (55 mg, 47% over two steps) as an off-white solid: 1H NMR (500 MHz, CD3OD) δ 9.14 (s, 1H), 8.45 (d, J=9.0 Hz, 1H), 8.33 (d, J=9.0 Hz, 1H), 8.10 (s, 2H), 5.67-5.53 (m, 1H), 3.91-3.80 (m, 1H), 3.62 (d, J=6.0 Hz, 1H), 2.76 (s, 3H), 2.49-2.40 (m, 2... Product: COc1cc(OC)cc(C(=O)Nc2sc3c(c2C#N)CCN(C(=O)OC(C)(C)C)C3)c1. The reactants are CC(C)(C)OC(=O)N1CCc2c(sc(N)c2C#N)C1, COc1cc(OC)cc(C(=O)Cl)c1. Reaction SMILES: [CH3:1][C:2]([CH3:3])([CH3:4])[O:5][C:6](=[O:7])[N:8]1[CH2:9][c:10]2[c:11]([c:14]([C:18]#[N:19])[c:15]([NH2:17])[s:16]2)[CH2:12][CH2:13]1.[CH3:20][O:21][c:22]1[cH:23][c:24]([C:25](=[O:26])[Cl:27])[cH:28][c:29]([O:31][CH3:32])[cH:30]1>>[CH3:1][C:2]([CH3:3])([CH3:4])[O:5][C:6](=[O:7])[N:8]1[CH2:9][c:10]2[c:11]([c:14]([C:18]#[N:19])[c:15]([NH:17][C:25]([c:24]3[cH:23][c:22]([O:21][CH3:20])[cH:30][c:29]([O:31][CH3:32])[cH:28]3)=[O:26])[s:16]2)[CH2:12][CH2:13]1. Reactants: CC[Si](CC)(CC)OCC1(CCCO)CCCCC1, CC(=O)OC(C)=O, c1ccncc1. The product is CC[Si](CC)(CC)OCC1(CCCOC(C)=O)CCCCC1. RXN SMILES: [CH2:1]([CH3:2])[Si:3]([O:4][CH2:5][C:6]1([CH2:12][CH2:13][CH2:14][OH:15])[CH2:7][CH2:8][CH2:9][CH2:10][CH2:11]1)([CH2:16][CH3:17])[CH2:18][CH3:19].[CH3:20][C:21](=[O:22])[O:23][C:24](=[O:25])[CH3:26].[cH:27]1[cH:28][cH:29][n:30][cH:31][cH:32]1>>[CH2:1]([CH3:2])[Si:3]([O:4][CH2:5][C:6]1([CH2:12][CH2:13][CH2:14][O:15][C:21]([CH3:20])=[O:22])[CH2:7][CH2:8][CH2:9][CH2:10][CH2:11]1)([CH2:16][CH3:17])[CH2:18][CH3:19]. Starting materials: CN(C)CCCOc1ccc(-c2cnc(Nc3ccccc3)s2)cc1, CO, CN(C)CCCl, ClCCl, Cl, Oc1ccc(Nc2ncc(-c3ccsc3)s2)cc1. Product: CN(C)CCOc1ccc(Nc2ncc(-c3ccsc3)s2)cc1. RXN SMILES: [CH3:1][N:2]([CH2:3][CH2:4][CH2:5][O:6][c:7]1[cH:8][cH:9][c:10](-[c:11]2[s:12][c:13]([NH:14][c:15]3[cH:16][cH:17][cH:18][cH:19][cH:20]3)[n:21][cH:22]2)[cH:23][cH:24]1)[CH3:25].[CH3:54][OH:55].[Cl:45][CH2:46][CH2:47][N:48]([CH3:49])[CH3:50].[Cl:51][CH2:52][Cl:53].[ClH:44].[s:26]1[cH:27][c:28](-[c:31]2[cH:32][n:33][c:34]([NH:36][c:37]3[cH:38][cH:39][c:40]([OH:43])[cH:41][cH:42]3)[s:35]2)[cH:29][cH:30]1>>[CH3:1][N:2]([CH2:3][CH2:4][O:43][c:40]1[cH:39][cH:38][c:37]([NH:36][c:34]2[n:33][cH:32][c:31](-[c:28]3[cH:27][s:26][cH:30][cH:29]3)[s:35]2)[cH:42][cH:41]1)[CH3:25]. Starting materials: O=C([O-])[O-], FC(F)(F)c1cnc(Cl)cc1I, [Cs+], [Cs+], Nc1ccccn1, C1COCCO1, O=C(C=Cc1ccccc1)C=Cc1ccccc1, O=C(C=Cc1ccccc1)C=Cc1ccccc1, O=C(C=Cc1ccccc1)C=Cc1ccccc1, [Pd], [Pd]. Product: FC(F)(F)c1cnc(Cl)cc1Nc1ccccn1. RXN SMILES: [C:20](=[O:21])([O-:22])[O-:23].[Cl:1][c:2]1[n:3][cH:4][c:5]([C:9]([F:10])([F:11])[F:12])[c:6]([I:8])[cH:7]1.[Cs+:24].[Cs+:25].[NH2:13][c:14]1[n:15][cH:16][cH:17][cH:18][cH:19]1.[O:26]1[CH2:27][CH2:28][O:29][CH2:30][CH2:31]1.[O:34]=[C:35]([CH:36]=[CH:37][c:38]1[cH:39][cH:40][cH:41][cH:42][cH:43]1)[CH:44]=[CH:45][c:46]1[cH:47][cH:48][cH:49][cH:50][cH:51]1.[O:52]=[C:53]([CH:54]=[CH:55][c:56]1[cH:57][cH:58][cH:59][cH:60][cH:61]1)[CH:62]=[CH:63][c:64]1[cH:65][cH:66][cH:67][cH:68][cH:69]1.[O:70]=[C:71]([CH:72]=[CH:73][c:74]1[cH:75][cH:76][cH:77][cH:78][cH:79]1)[CH:80]=[CH:81][c:82]1[cH:83][cH:84][cH:85][cH:86][cH:87]1.[Pd:32].[Pd:33]>>[Cl:1][c:2]1[n:3][cH:4][c:5]([C:9]([F:10])([F:11])[F:12])[c:6]([NH:13][c:14]2[n:15][cH:16][cH:17][cH:18][cH:19]2)[cH:7]1.